Dataset: the Open Reaction Database (ORD), a public repository of structured organic reaction records. Task: describe an organic reaction: reactants, conditions, products, and yield Reactants: C(C)OC(=O)C1=CC=C2C(=C(N(C2=C1)CC1=NC=CC=C1)C(C)C)C(NCC1=CC(=CC(=C1)F)F)=O (ethyl3-(3,5-difluorobenzylcarbamoyl)-2-isopropyl-1-(pyridin-2-ylmethyl)-1H-indole-6-carboxylate), C(C)OC(=O)C1=CC=C2C(=C(N(C2=C1)CC1=NC=CC=C1)C(C)C)C(NCC1=CC(=CC(=C1)F)F)=O (ethyl3-(3,5-difluorobenzylcarbamoyl)-2-isopropyl-1-(pyridin-2-ylmethyl)-1H-indole-6-carboxylate), [OH-].[Na+] (NaOH), O (H2O). Solvent: CCO (EtOH). Run at temperature 55 celsius, time 4 hour. The product is FC=1C=C(CNC(=O)C2=C(N(C3=CC(=CC=C23)C(=O)O)CC2=NC=CC=C2)C(C)C)C=C(C1)F (3-(3,5-Difluorobenzylcarbamoyl)-2-isopropyl-1-(pyridin-2-ylmethyl)-1H-indole-6-carboxylic Acid). RXN SMILES: C([O:3][C:4]([C:6]1[CH:14]=[C:13]2[C:9]([C:10]([C:25](=[O:36])[NH:26][CH2:27][C:28]3[CH:33]=[C:32]([F:34])[CH:31]=[C:30]([F:35])[CH:29]=3)=[C:11]([CH:22]([CH3:24])[CH3:23])[N:12]2[CH2:15][C:16]2[CH:21]=[CH:20][CH:19]=[CH:18][N:17]=2)=[CH:8][CH:7]=1)=[O:5])C.[OH-].[Na+].O>CCO>[F:35][C:30]1[CH:29]=[C:28]([CH:33]=[C:32]([F:34])[CH:31]=1)[CH2:27][NH:26][C:25]([C:10]1[C:9]2[C:13](=[CH:14][C:6]([C:4]([OH:5])=[O:3])=[CH:7][CH:8]=2)[N:12]([CH2:15][C:16]2[CH:21]=[CH:20][CH:19]=[CH:18][N:17]=2)[C:11]=1[CH:22]([CH3:24])[CH3:23])=[O:36] |f:1.2|. Reported procedure: Following General Procedure F, ethyl3-(3,5-difluorobenzylcarbamoyl)-2-isopropyl-1-(pyridin-2-ylmethyl)-1H-indole-6-carboxylate (Compound 48, 92 mg, 0.187 mmol) in EtOH (10 ml) was added NaOH (40 mg, 0.94 mmol) and H2O (1 ml). The reaction was stirred at 55° C. for 4 h, concentrated in vacuo to an oil then acidified to PH=5 with 10% HCl, diluted with EtOAc, washed organic with H2O, brine, dried over Na2SO4 and concentrated in vacuo to yield the title compound as a white solid. The solvent is C(C)N(CC)CC (triethylamine). The reactants are [N+](=O)([O-])C1=CC=C(CCl)C=C1 (p-nitrobenzyl chloride), Cl.Cl.BrC1=CC=C(C=C1)N1CCNCC1 (1-(4-bromophenyl)piperazine dihydrochloride). RXN SMILES: [N+:1]([C:4]1[CH:11]=[CH:10][C:7]([CH2:8]Cl)=[CH:6][CH:5]=1)([O-:3])=[O:2].Cl.Cl.[Br:14][C:15]1[CH:20]=[CH:19][C:18]([N:21]2[CH2:26][CH2:25][NH:24][CH2:23][CH2:22]2)=[CH:17][CH:16]=1>C(N(CC)CC)C>[Br:14][C:15]1[CH:16]=[CH:17][C:18]([N:21]2[CH2:26][CH2:25][N:24]([CH2:8][C:7]3[CH:10]=[CH:11][C:4]([N+:1]([O-:3])=[O:2])=[CH:5][CH:6]=3)[CH2:23][CH2:22]2)=[CH:19][CH:20]=1 |f:1.2.3|. Procedure: In the manner given in Example 1A, p-nitrobenzyl chloride is reacted with 1-(4-bromophenyl)piperazine dihydrochloride in the presence of triethylamine to give 1-(4-bromophenyl)-4-(p-nitrobenzyl)piperazine Product: BrC1=CC=C(C=C1)N1CCN(CC1)CC1=CC=C(C=C1)[N+](=O)[O-] (1-(4-bromophenyl)-4-(p-nitrobenzyl)piperazine). Reactants: CN, CO, C1CCOC1, CON=C(C(=O)OC)c1ccccc1O. The product is CNC(=O)C(=NOC)c1ccccc1O. Reaction SMILES: [CH3:16][NH2:17].[CH3:18][OH:19].[O:20]1[CH2:21][CH2:22][CH2:23][CH2:24]1.[OH:1][c:2]1[c:3]([C:8]([C:9](=[O:10])[O:11][CH3:12])=[N:13][O:14][CH3:15])[cH:4][cH:5][cH:6][cH:7]1>>[OH:1][c:2]1[c:3]([C:8]([C:9](=[O:10])[NH:17][CH3:16])=[N:13][O:14][CH3:15])[cH:4][cH:5][cH:6][cH:7]1. Starting materials: Cl (hydrogen chloride), C(C)(=O)Cl (acetyl chloride), COC=1C=C(OC2=NC=CC=C2CC(=O)OC)C=CC1 (Methyl 2-(3-methoxyphenoxy)-3-pyridinylacetate), C([O-])([O-])=O.[K+].[K+] (potassium carbonate). The reagents and catalysts are [Br-].C(CCCCCCCCCCCCCCC)[P+](CCCC)(CCCC)CCCC (hexadecyltributylphosphonium bromide). Solvent: CO (methanol), Br (hydrobromic acid). Run at time 3 hour. The product is OC=1C=C(OC2=NC=CC=C2CC(=O)OC)C=CC1 (methyl 2-(3-hydroxyphenoxy)-3-pyridinylacetate). Yield: 51.5%. Reaction SMILES: C[O:2][C:3]1[CH:4]=[C:5]([CH:18]=[CH:19][CH:20]=1)[O:6][C:7]1[C:12]([CH2:13][C:14]([O:16][CH3:17])=[O:15])=[CH:11][CH:10]=[CH:9][N:8]=1.C(=O)([O-])[O-].[K+].[K+].Cl.C(Cl)(=O)C>Br.[Br-].C([P+](CCCC)(CCCC)CCCC)CCCCCCCCCCCCCCC.CO>[OH:2][C:3]1[CH:4]=[C:5]([CH:18]=[CH:19][CH:20]=1)[O:6][C:7]1[C:12]([CH2:13][C:14]([O:16][CH3:17])=[O:15])=[CH:11][CH:10]=[CH:9][N:8]=1 |f:1.2.3,7.8|. Procedure: Methyl 2-(3-methoxyphenoxy)-3-pyridinylacetate (27.2 g) was heated at 115° C. in 47% hydrobromic acid (249 ml) containing hexadecyltributylphosphonium bromide (5.6 g). After 3 hours, the solution was cooled and potassium carbonate added until the pH of the solution was ca. 6. The reaction mixture was extracted (×5) with ethyl acetate. The organic extracts were dried, filtered and evaporated to give a pale orange solid. The solid was then treated with methanolic hydrogen chloride overnight (from ...